This data is from the Open Reaction Database (ORD), a public repository of structured organic reaction records. The task is: describe an organic reaction: reactants, conditions, products, and yield Reactants: CC(CC(C(=O)O)=O)C (4-methyl-2-oxopentanoic acid), N[C@@H](CC1=CC=CC=C1)C(=O)N[C@@H](CCCNC(N)=N)C(=O)O (L-phenylalanyl-L-arginine), C(#N)[BH3-].[Na+] (sodium cyanoborohydride). Yields the product C(=O)(O)C(CC(C)C)N[C@@H](CC1=CC=CC=C1)C(=O)N[C@@H](CCCNC(N)=N)C(=O)O (N-(1-carboxy-3-methylbutyl)-L-phenylalanyl-L-arginine). RXN SMILES: [CH3:1][CH:2]([CH3:9])[CH2:3][C:4](=O)[C:5]([OH:7])=[O:6].[NH2:10][C@H:11]([C:19]([NH:21][C@H:22]([C:30]([OH:32])=[O:31])[CH2:23][CH2:24][CH2:25][NH:26][C:27](=[NH:29])[NH2:28])=[O:20])[CH2:12][C:13]1[CH:18]=[CH:17][CH:16]=[CH:15][CH:14]=1.C([BH3-])#N.[Na+]>>[C:5]([CH:4]([NH:10][C@H:11]([C:19]([NH:21][C@H:22]([C:30]([OH:32])=[O:31])[CH2:23][CH2:24][CH2:25][NH:26][C:27](=[NH:28])[NH2:29])=[O:20])[CH2:12][C:13]1[CH:14]=[CH:15][CH:16]=[CH:17][CH:18]=1)[CH2:3][CH:2]([CH3:9])[CH3:1])([OH:7])=[O:6] |f:2.3|. Procedure: In the manner described in Example 54, 4-methyl-2-oxopentanoic acid and L-phenylalanyl-L-arginine are condensed in the presence of sodium cyanoborohydride to yield N-(1-carboxy-3-methylbutyl)-L-phenylalanyl-L-arginine. The product is eluted from the ion exchange resin with 10% ammonia. The nmr spectrum in D2O gave a singlet at 7.2 (5H), a broad triplet centered at 3.0 (6H), a broad multiplet at 1.3 (6H), and a broad doublet at 0.9 (6H). The reactants are BrC=1C=C(C=C(C1O)Br)C(C)=O (1-(3,5-dibromo-4-hydroxyphenyl)ethanone), O.C(C=O)(=O)O (glyoxylic acid monohydrate). Run in C(C)(=O)O (acetic acid). Yields the product BrC=1C=C(C=C(C1O)Br)C(/C=C/C(=O)O)=O ((E)-4-(3,5-Dibromo-4-hydroxyphenyl)-4-oxobut-2-enoic acid). The yield is 78.5%. RXN SMILES: [Br:1][C:2]1[CH:3]=[C:4]([C:10](=[O:12])[CH3:11])[CH:5]=[C:6]([Br:9])[C:7]=1[OH:8].O.[C:14]([OH:18])(=[O:17])[CH:15]=O>C(O)(=O)C>[Br:1][C:2]1[CH:3]=[C:4]([C:10](=[O:12])/[CH:11]=[CH:15]/[C:14]([OH:18])=[O:17])[CH:5]=[C:6]([Br:9])[C:7]=1[OH:8] |f:1.2|. Procedure details: A mixture of 1-(3,5-dibromo-4-hydroxyphenyl)ethanone (5.0 g, 17.01 mmol) and glyoxylic acid monohydrate (1.566 g, 17.01 mmol) in acetic acid (10 mL) was stirred and heated at reflux for 5 days. After this time, the precipitate formed was collected and recrystallised from toluene. This gave the title compound as a brown solid (4.674 g, 78%). 1H NMR δ (ppm) (DMSO-d6): 6.70 (1 H, d, J=15.45 Hz), 7.93 (1 H, d, J=15.46 Hz), 8.24 (2 H, s).